Dataset: the Open Reaction Database (ORD), a public repository of structured organic reaction records. Task: describe an organic reaction: reactants, conditions, products, and yield Starting materials: [BH4-], [BH4-], CCOCC, Cl, CCOC(=O)C(Cc1cccc(OC(F)(F)F)c1)C(=O)c1ccc(F)cc1, [Zn+2]. The product is CCOC(=O)C(Cc1cccc(OC(F)(F)F)c1)C(O)c1ccc(F)cc1. Reaction SMILES: [BH4-:34].[BH4-:36].[CH3:29][CH2:30][O:31][CH2:32][CH3:33].[ClH:28].[F:1][c:2]1[cH:3][cH:4][c:5]([C:8]([CH:9]([C:10](=[O:11])[O:12][CH2:13][CH3:14])[CH2:15][c:16]2[cH:17][c:18]([O:22][C:23]([F:24])([F:25])[F:26])[cH:19][cH:20][cH:21]2)=[O:27])[cH:6][cH:7]1.[Zn+2:35]>>[F:1][c:2]1[cH:3][cH:4][c:5]([CH:8]([CH:9]([C:10](=[O:11])[O:12][CH2:13][CH3:14])[CH2:15][c:16]2[cH:17][c:18]([O:22][C:23]([F:24])([F:25])[F:26])[cH:19][cH:20][cH:21]2)[OH:27])[cH:6][cH:7]1. Yield: 92.2%. Yields the product CC1=C(C(=NO1)C1=NC=NC=C1)COC1=CC=C(N=N1)C(=O)O (6-(5-Methyl-3-pyrimidin-4-yl-isoxazol-4-ylmethoxy)-pyridazine-3-carboxylic acid). Starting materials: C(C)OC(=O)C=1N=NC(=CC1)OCC=1C(=NOC1C)C1=NC=NC=C1 (6-(5-methyl-3-pyrimidin-4-yl-isoxazol-4-ylmethoxy)-pyridazine-3-carboxylic acid ethyl ester), COC(=O)C1=NC=C(N=C1)OCC=1C(=NOC1)C1=CC=C(C=C1)Cl (5-[3-(4-chloro-phenyl)-isoxazol-4-ylmethoxy]-pyrazine-2-carboxylic acid methyl ester). Reported procedure: As described for example 112a, 6-(5-methyl-3-pyrimidin-4-yl-isoxazol-4-ylmethoxy)-pyridazine-3-carboxylic acid ethyl ester (616 mg, 1.8 mmol) was converted, instead of 5-[3-(4-chloro-phenyl)-isoxazol-4-ylmethoxy]-pyrazine-2-carboxylic acid methyl ester, to the title compound (520 mg, 92%) which was obtained as a white solid. MS: m/e=312.3 [M−H]−. As a reaction SMILES: C([O:3][C:4]([C:6]1[N:7]=[N:8][C:9]([O:12][CH2:13][C:14]2[C:15]([C:20]3[CH:25]=[CH:24][N:23]=[CH:22][N:21]=3)=[N:16][O:17][C:18]=2[CH3:19])=[CH:10][CH:11]=1)=[O:5])C.COC(C1C=NC(OCC2C(C3C=CC(Cl)=CC=3)=NOC=2)=CN=1)=O>>[CH3:19][C:18]1[O:17][N:16]=[C:15]([C:20]2[CH:25]=[CH:24][N:23]=[CH:22][N:21]=2)[C:14]=1[CH2:13][O:12][C:9]1[N:8]=[N:7][C:6]([C:4]([OH:5])=[O:3])=[CH:11][CH:10]=1. The reactants are IC=1C=CC=C2C=C(C=NC12)S(=O)(=O)C1=CC=CC=C1 (8-Iodo-3-phenylsulfonylquinoline), di-palladium tetrakis-(dibenzylidine acetone), CN1CCNCC1 (N-methyl-piperazine), CC(C)([O-])C.[Na+] (sodium tertbutoxide). The reagents and catalysts are C1(=CC=CC=C1)P[C-]1C=CC=C1.[C-]1(C=CC=C1)PC1=CC=CC=C1.[Fe+2] (1,1′-diphenylphosphino ferrocene). Reaction conditions: temperature 40 celsius, time 16 hour. Product: CN1CCN(CC1)C=1C=CC=C2C=C(C=NC12)S(=O)(=O)C1=CC=CC=C1 (8-(4-Methyl-piperazin-1-yl)-3-phenylsulfonylquinoline). Reaction SMILES: I[C:2]1[CH:3]=[CH:4][CH:5]=[C:6]2[C:11]=1[N:10]=[CH:9][C:8]([S:12]([C:15]1[CH:20]=[CH:19][CH:18]=[CH:17][CH:16]=1)(=[O:14])=[O:13])=[CH:7]2.[CH3:21][N:22]1[CH2:27][CH2:26][NH:25][CH2:24][CH2:23]1.CC(C)([O-])C.[Na+]>C1(P[C-]2C=CC=C2)C=CC=CC=1.[C-]1(PC2C=CC=CC=2)C=CC=C1.[Fe+2]>[CH3:21][N:22]1[CH2:27][CH2:26][N:25]([C:2]2[CH:3]=[CH:4][CH:5]=[C:6]3[C:11]=2[N:10]=[CH:9][C:8]([S:12]([C:15]2[CH:20]=[CH:19][CH:18]=[CH:17][CH:16]=2)(=[O:14])=[O:13])=[CH:7]3)[CH2:24][CH2:23]1 |f:2.3,4.5.6|. Reported procedure: 8-Iodo-3-phenylsulfonyl-quinoline (D6) (190 mg, 0.48 mmol), N-methyl-piperazine (48 mg, 0.48 mmol), sodium tertbutoxide (65 mg, 0.68 mmol), di-palladium tetrakis-(dibenzylidine acetone) [Pd2(dba)3] (88 mg, 0.1 mmol) and 1,1′-diphenylphosphino ferrocene (161 mg, 0.3 mmol) were suspended in degassed dry dioxan (2 ml). The mixture was stirred under argon at 40° C. for 16 hours. The solvent was removed and the residue subjected to flash chromatography on silica gel (eluting with dichloromethane—meth... Procedure details: To a mixture of 0.30 g of 4-(2,6-diethyl-4-methylphenyl)-5-hydroxy-2,6-dimethyl-3(2H)-pyridazinone [compound (II-1-2)] and 5 mL of chloroform, 0.22 mL of triethylamine and 0.52 mL of ethyl N-chloromethyl-N-phenylcarbamate were added, followed by stirring at room temperature for 13.5 hours. The reaction mixture was concentrated under reduced pressure. The residue was subjected to silica gel column chromatography (ethyl acetate:hexane=1:1) to obtain 0.27 g of 4-(2,6-diethyl-4-methylphenyl)-5-(N-et... The product is C(C)C1=C(C(=CC(=C1)C)CC)C=1C(N(N=C(C1OCN(C1=CC=CC=C1)C(=O)OCC)C)C)=O (4-(2,6-diethyl-4-methylphenyl)-5-(N-ethoxycarbonyl-N-phenylaminomethoxy)-2,6-dimethyl-3(2H)-pyridazinone). Starting materials: C(C)C1=C(C(=CC(=C1)C)CC)C=1C(N(N=C(C1O)C)C)=O (4-(2,6-diethyl-4-methylphenyl)-5-hydroxy-2,6-dimethyl-3(2H)-pyridazinone), C(Cl)(Cl)Cl (chloroform), ClCN(C(OCC)=O)C1=CC=CC=C1 (ethyl N-chloromethyl-N-phenylcarbamate). As a reaction SMILES: [CH2:1]([C:3]1[CH:8]=[C:7]([CH3:9])[CH:6]=[C:5]([CH2:10][CH3:11])[C:4]=1[C:12]1[C:13](=[O:21])[N:14]([CH3:20])[N:15]=[C:16]([CH3:19])[C:17]=1[OH:18])[CH3:2].C(Cl)(Cl)Cl.Cl[CH2:27][N:28]([C:34]1[CH:39]=[CH:38][CH:37]=[CH:36][CH:35]=1)[C:29](=[O:33])[O:30][CH2:31][CH3:32]>C(N(CC)CC)C>[CH2:1]([C:3]1[CH:8]=[C:7]([CH3:9])[CH:6]=[C:5]([CH2:10][CH3:11])[C:4]=1[C:12]1[C:13](=[O:21])[N:14]([CH3:20])[N:15]=[C:16]([CH3:19])[C:17]=1[O:18][CH2:27][N:28]([C:29]([O:30][CH2:31][CH3:32])=[O:33])[C:34]1[CH:39]=[CH:38][CH:37]=[CH:36][CH:35]=1)[CH3:2]. Run in C(C)N(CC)CC (triethylamine). Conditions: time 13.5 hour. Starting materials: [Ag+2], CCOC(=O)C(C)CCCCBr, O=C([O-])[O-], O=c1cc(-c2ccc3c(c2)OCO3)cc(-c2ccccc2)[nH]1, CN(C)C=O. Yields the product CCOC(=O)C(C)CCCCOc1cc(-c2ccc3c(c2)OCO3)cc(-c2ccccc2)n1. As a reaction SMILES: [Ag+2:39].[Br:23][CH2:24][CH2:25][CH2:26][CH2:27][CH:28]([C:29](=[O:30])[O:31][CH2:32][CH3:33])[CH3:34].[C:35](=[O:36])([O-:37])[O-:38].[CH2:1]1[O:2][c:3]2[cH:4][c:5](-[c:10]3[cH:11][c:12](=[O:22])[nH:13][c:14](-[c:16]4[cH:17][cH:18][cH:19][cH:20][cH:21]4)[cH:15]3)[cH:6][cH:7][c:8]2[O:9]1.[CH3:40][N:41]([CH3:42])[CH:43]=[O:44]>>[CH2:1]1[O:2][c:3]2[cH:4][c:5](-[c:10]3[cH:11][c:12]([O:22][CH2:24][CH2:25][CH2:26][CH2:27][CH:28]([C:29](=[O:30])[O:31][CH2:32][CH3:33])[CH3:34])[n:13][c:14](-[c:16]4[cH:17][cH:18][cH:19][cH:20][cH:21]4)[cH:15]3)[cH:6][cH:7][c:8]2[O:9]1.